The task is: describe an organic reaction: reactants, conditions, products, and yield. This data is from the Open Reaction Database (ORD), a public repository of structured organic reaction records. The reactants are COC(=O)c1cc2cc(OCc3cc(OC)c(OC)c(OC)c3)c(OC)cc2[nH]1, CC(C)=O, CO, [Na+], [OH-]. Yields the product COc1cc2[nH]c(C(=O)O)cc2cc1OCc1cc(OC)c(OC)c(OC)c1. Reaction SMILES: [CH3:1][O:2][c:3]1[cH:4][c:5]([CH2:6][O:7][c:8]2[cH:9][c:10]3[cH:11][c:12]([C:19](=[O:20])[O:21][CH3:22])[nH:13][c:14]3[cH:15][c:16]2[O:17][CH3:18])[cH:23][c:24]([O:28][CH3:29])[c:25]1[O:26][CH3:27].[CH3:32][C:33](=[O:34])[CH3:35].[CH3:36][OH:37].[Na+:31].[OH-:30]>>[CH3:1][O:2][c:3]1[cH:4][c:5]([CH2:6][O:7][c:8]2[cH:9][c:10]3[cH:11][c:12]([C:19](=[O:20])[OH:21])[nH:13][c:14]3[cH:15][c:16]2[O:17][CH3:18])[cH:23][c:24]([O:28][CH3:29])[c:25]1[O:26][CH3:27]. As a reaction SMILES: [C:35]([BH3-:36])#[N:37].[CH3:1][CH:2]([CH2:3][c:4]1[cH:5][cH:6][c:7](-[c:10]2[n:11][c:12](-[c:15]3[cH:16][cH:17][c:18]([CH2:21][OH:22])[cH:19][cH:20]3)[n:13][o:14]2)[cH:8][cH:9]1)[CH3:23].[CH3:31][C:32](=[O:33])[OH:34].[CH3:39][OH:40].[NH:24]1[CH2:25][CH:26]([C:28](=[O:29])[OH:30])[CH2:27]1.[Na+:38]>>[CH3:1][CH:2]([CH2:3][c:4]1[cH:5][cH:6][c:7](-[c:10]2[n:11][c:12](-[c:15]3[cH:16][cH:17][c:18]([CH2:21][N:24]4[CH2:25][CH:26]([C:28](=[O:29])[OH:30])[CH2:27]4)[cH:19][cH:20]3)[n:13][o:14]2)[cH:8][cH:9]1)[CH3:23]. The product is CC(C)Cc1ccc(-c2nc(-c3ccc(CN4CC(C(=O)O)C4)cc3)no2)cc1. Reactants: [BH3-]C#N, CC(C)Cc1ccc(-c2nc(-c3ccc(CO)cc3)no2)cc1, CC(=O)O, CO, O=C(O)C1CNC1, [Na+]. Starting materials: Cc1cccnc1C=O, COC(=O)C1CCC(N)CC1, ClCCl, [Na+], O=C([O-])O. Yields the product COC(=O)C1CCC(NCc2ncccc2C)CC1. Reaction SMILES: [CH3:12][c:13]1[c:14]([CH:19]=[O:20])[n:15][cH:16][cH:17][cH:18]1.[CH3:1][O:2][C:3](=[O:4])[CH:5]1[CH2:6][CH2:7][CH:8]([NH2:11])[CH2:9][CH2:10]1.[Cl:26][CH2:27][Cl:28].[Na+:25].[O-:21][C:22]([OH:23])=[O:24]>>[CH3:1][O:2][C:3](=[O:4])[CH:5]1[CH2:6][CH2:7][CH:8]([NH:11][CH2:19][c:14]2[c:13]([CH3:12])[cH:18][cH:17][cH:16][n:15]2)[CH2:9][CH2:10]1. Starting materials: NC1=NC(=C(C(N1)=O)C1=CC=NC=C1)C=1OC=CC1 (2-amino-6-(2-furyl)-5-(4-pyridyl)-3,4-dihydro-4-pyrimidinone), C(C)I (ethyl iodide). The product is NC1=NC(=C(C(N1CC)=O)C1=CC=NC=C1)C=1OC=CC1 (2-Amino-3-ethyl-6-(2-furyl)-5-(4-pyridyl)-3,4-dihydro-4-pyrimidinone). RXN SMILES: [NH2:1][C:2]1[NH:7][C:6](=[O:8])[C:5]([C:9]2[CH:14]=[CH:13][N:12]=[CH:11][CH:10]=2)=[C:4]([C:15]2[O:16][CH:17]=[CH:18][CH:19]=2)[N:3]=1.[CH2:20](I)[CH3:21]>>[NH2:1][C:2]1[N:7]([CH2:20][CH3:21])[C:6](=[O:8])[C:5]([C:9]2[CH:10]=[CH:11][N:12]=[CH:13][CH:14]=2)=[C:4]([C:15]2[O:16][CH:17]=[CH:18][CH:19]=2)[N:3]=1. Procedure: The title compound was synthesized in a manner similar to that described for Example 3 from 2-amino-6-(2-furyl)-5-(4-pyridyl)-3,4-dihydro-4-pyrimidinone and ethyl iodide. Reactants: BrC1=C(C=C(C=C1)O)C (4-bromo-3-methyl-phenol), C(C=C)Cl (allylchloride). Solvent: C(C)(C)O (isopropanol), [OH-].[Na+] (NaOH), C(C)OCC (diethyl ether). Conditions: temperature 70 celsius, time 3 hour. Product: C(C=C)OC1=CC(=C(C=C1)Br)C (4-allyloxy-1-bromo-2-methyl-benzene). Isolated yield 99.9%. As a reaction SMILES: [Br:1][C:2]1[CH:7]=[CH:6][C:5]([OH:8])=[CH:4][C:3]=1[CH3:9].[CH2:10](Cl)[CH:11]=[CH2:12]>C(O)(C)C.[OH-].[Na+].C(OCC)C>[CH2:12]([O:8][C:5]1[CH:6]=[CH:7][C:2]([Br:1])=[C:3]([CH3:9])[CH:4]=1)[CH:11]=[CH2:10] |f:3.4|. Reported procedure: To a dark yellow solution of 4-bromo-3-methyl-phenol (4.68 g, 25 mmol) in isopropanol (60 mL) and 3 N aq. NaOH (20 mL), allylchloride (8.18 g, 107 mmol) is added. The mixture is stirred at 70° C. for 3 h before it is cooled to rt, diluted with diethyl ether and washed with 1 N aq. NaOH solution (275 mL) and 1 M aq. HCl solution (70 mL) followed by brine (70 mL). The org. extract is dried over MgSO4, filtered, concentrated and dried to give crude 4-allyloxy-1-bromo-2-methyl-benzene (5.67 g) as a ... The reactants are C(C)(=O)C1=CC2=C(OCC3=C(C2=O)C=CC(=C3)OC)C(=C1O)CC=C (2-acetyl-4-allyl-6,11-dihydro-3-hydroxy-8-methoxy-dibenz[b,e]oxepin-11-one), O=P12OP3(=O)OP(=O)(O1)OP(=O)(O2)O3 (phosphorus pentoxide). Run in C(C)O (ethanol). Yields the product C(C)(=O)C1=CC2=C(C=3CC(OC13)C)OCC1=C(C2=O)C=CC(=C1)OC (4-Acetyl-9-methoxy-2-methyl-1,2,6,11-tetrahydro-3,12-dioxabenzo[4,5]cyclohepta[1,2-e]inden-6-one). The yield is 23.0%. As a reaction SMILES: [C:1]([C:4]1[C:21]([OH:22])=[C:20]([CH2:23][CH:24]=[CH2:25])[C:7]2[O:8][CH2:9][C:10]3[CH:17]=[C:16]([O:18][CH3:19])[CH:15]=[CH:14][C:11]=3[C:12](=[O:13])[C:6]=2[CH:5]=1)(=[O:3])[CH3:2].O=P12OP3(OP(OP(O3)(O1)=O)(=O)O2)=O>C(O)C>[C:1]([C:4]1[C:21]2[O:22][CH:24]([CH3:25])[CH2:23][C:20]=2[C:7]2[O:8][CH2:9][C:10]3[CH:17]=[C:16]([O:18][CH3:19])[CH:15]=[CH:14][C:11]=3[C:12](=[O:13])[C:6]=2[CH:5]=1)(=[O:3])[CH3:2]. Reported procedure: 3.9 g (11 mmol) 2-acetyl-4-allyl-6,11-dihydro-3-hydroxy-8-methoxy-dibenz[b,e]oxepin-11-one is added at 100° C. to a mixture of 9.2 g phosphorus pentoxide and 6 ml ethanol, heated for 30 minutes to 140° C., poured onto ice and filtered. After chromatography on silica gel (eluting agent:ethyl acetate:isohexane 1:1) 0.9 g of the title compound (23% of theory) of melting point 159°-160° C. (from ether) is isolated. Procedure: To a mixture of 3-iodo-1-(4-piperidyl)-1H-pyrazolo[3,4-d]pyrimidin-4-amine dihydrochloride (0.5 g, 0.0012 mol) and sodium triacetoxyborohydride (0.36 g, 0.00168 mol) in dichloroethane (40 mL) was added formaldehyde solution (37% in water, 0.037 mL, 0.00132 mol) at room temperature. The mixture was stirred at room temperature under an atmosphere of nitrogen for 4 hours. A 5 N aqueous solution of sodium hydroxide (2 mL) was added to the mixture. The solvent was removed under the reduced pressure. ... The yield is 70.0%. The solvent is ClC(C)Cl (dichloroethane). Reactants: Cl.Cl.IC1=NN(C2=NC=NC(=C21)N)C2CCNCC2 (3-iodo-1-(4-piperidyl)-1H-pyrazolo[3,4-d]pyrimidin-4-amine dihydrochloride), C(C)(=O)O[BH-](OC(C)=O)OC(C)=O.[Na+] (sodium triacetoxyborohydride), C=O (formaldehyde), aqueous solution, [OH-].[Na+] (sodium hydroxide). The product is IC1=NN(C2=NC=NC(=C21)N)C2CCN(CC2)C (3-iodo-1-(1-methyl-4-piperidyl)-1H-pyrazolo[3,4-d]pyrimidin-4-amine). As a reaction SMILES: Cl.Cl.[I:3][C:4]1[C:12]2[C:7](=[N:8][CH:9]=[N:10][C:11]=2[NH2:13])[N:6]([CH:14]2[CH2:19][CH2:18][NH:17][CH2:16][CH2:15]2)[N:5]=1.[C:20](O[BH-](OC(=O)C)OC(=O)C)(=O)C.[Na+].C=O.[OH-].[Na+]>ClC(Cl)C>[I:3][C:4]1[C:12]2[C:7](=[N:8][CH:9]=[N:10][C:11]=2[NH2:13])[N:6]([CH:14]2[CH2:19][CH2:18][N:17]([CH3:20])[CH2:16][CH2:15]2)[N:5]=1 |f:0.1.2,3.4,6.7|. Conditions: time 4 hour.